Dataset: the Open Reaction Database (ORD), a public repository of structured organic reaction records. Task: describe an organic reaction: reactants, conditions, products, and yield Starting materials: [OH-].[Na+] (sodium hydroxide), COC(CC[C@H]1N(CC[C@H](C1)OC=1C2=C(N=CN1)OC(=C2C2=CC=C(C=C2)OC)C2=CC=CC=C2)C(=O)OC(C)(C)C)=O (3-[(2R,4R)-1-(tert-butoxycarbonyl)-4-{[5-(4-methoxyphenyl)-6-phenylfuro[2,3-d]pyrimidin-4-yl]oxy}piperidin-2-yl]propanoic acid methyl ester), Cl (hydrochloric acid). The solvent is CO (methanol). Reaction conditions: temperature 0 celsius. The product is C(C)(C)(C)OC(=O)N1[C@@H](C[C@@H](CC1)OC=1C2=C(N=CN1)OC(=C2C2=CC=C(C=C2)OC)C2=CC=CC=C2)CCC(=O)O (3-[(2R,4R)-1-(tert-Butoxycarbonyl)-4-{[5-(4-methoxyphenyl)-6-phenylfuro[2,3-d]pyrimidin-4-yl]-oxy}piperidin-2-yl]propanoic acid). RXN SMILES: C[O:2][C:3](=[O:43])[CH2:4][CH2:5][C@@H:6]1[CH2:11][C@H:10]([O:12][C:13]2[C:14]3[C:21]([C:22]4[CH:27]=[CH:26][C:25]([O:28][CH3:29])=[CH:24][CH:23]=4)=[C:20]([C:30]4[CH:35]=[CH:34][CH:33]=[CH:32][CH:31]=4)[O:19][C:15]=3[N:16]=[CH:17][N:18]=2)[CH2:9][CH2:8][N:7]1[C:36]([O:38][C:39]([CH3:42])([CH3:41])[CH3:40])=[O:37].[OH-].[Na+].Cl>CO>[C:39]([O:38][C:36]([N:7]1[CH2:8][CH2:9][C@@H:10]([O:12][C:13]2[C:14]3[C:21]([C:22]4[CH:23]=[CH:24][C:25]([O:28][CH3:29])=[CH:26][CH:27]=4)=[C:20]([C:30]4[CH:31]=[CH:32][CH:33]=[CH:34][CH:35]=4)[O:19][C:15]=3[N:16]=[CH:17][N:18]=2)[CH2:11][C@H:6]1[CH2:5][CH2:4][C:3]([OH:43])=[O:2])=[O:37])([CH3:42])([CH3:40])[CH3:41] |f:1.2|. Reported procedure: Dissolve 35 mg (0.06 mmol) of 3-[(2R,4R)-1-(tert-butoxycarbonyl)-4-{[5-(4-methoxyphenyl)-6-phenylfuro[2,3-d]pyrimidin-4-yl]oxy}piperidin-2-yl]propanoic acid methyl ester in 0.1 ml of methanol, cool to 0° C. and add approx. 240 mg of 10% sodium hydroxide solution. Stir the mixture at approx. 40° C. for several hours, then at RT overnight. Then slightly acidify the reaction mixture with 1N hydrochloric acid (pH approx. 3) and extract repeatedly with dichloromethane. Wash the combined organic phase... Starting materials: NC1=C(C=CC(=C1)OC)C1CC=2C=CC(=CC2CC1)O (6-(2-amino-4-methoxyphenyl)-5,6,7,8-tetrahydronaphthalen-2-ol), CC(=O)C (acetone). The product is C(C)(C)NC1=C(C=CC(=C1)OC)C1CC=2C=CC(=CC2CC1)O (6-(2-Isopropylamino-4-methoxyphenyl)-5,6,7,8-tetrahydronaphthalen-2-ol). Reaction SMILES: [NH2:1][C:2]1[CH:7]=[C:6]([O:8][CH3:9])[CH:5]=[CH:4][C:3]=1[CH:10]1[CH2:19][CH2:18][C:17]2[CH:16]=[C:15]([OH:20])[CH:14]=[CH:13][C:12]=2[CH2:11]1.[CH3:21][C:22]([CH3:24])=O>>[CH:22]([NH:1][C:2]1[CH:7]=[C:6]([O:8][CH3:9])[CH:5]=[CH:4][C:3]=1[CH:10]1[CH2:19][CH2:18][C:17]2[CH:16]=[C:15]([OH:20])[CH:14]=[CH:13][C:12]=2[CH2:11]1)([CH3:24])[CH3:21]. Procedure: Synthesized from 6-(2-amino-4-methoxyphenyl)-5,6,7,8-tetrahydronaphthalen-2-ol (1.4 g) and acetone (1.5 ml) according to an analogous synthetic method to Example 38, the title compound (1.2 g) was obtained. Reactants: CC(C)(C)[SiH2]OC(C)(C)c1cccc(CC#N)c1, COc1ccc(COc2nc(Cl)c(C(C)C)c(OCc3ccc(OC)cc3)n2)cc1, [H-], [Na+], CN(C)C=O. Yields the product COc1ccc(COc2nc(OCc3ccc(OC)cc3)c(C(C)C)c(C(C#N)c3cccc(C(C)(C)O[SiH2]C(C)(C)C)c3)n2)cc1. RXN SMILES: [C:31]([CH3:32])([CH3:33])([CH3:34])[SiH2:35][O:36][C:37]([c:38]1[cH:39][c:40]([CH2:44][C:45]#[N:46])[cH:41][cH:42][cH:43]1)([CH3:47])[CH3:48].[Cl:1][c:2]1[n:3][c:4]([O:21][CH2:22][c:23]2[cH:24][cH:25][c:26]([O:29][CH3:30])[cH:27][cH:28]2)[n:5][c:6]([O:11][CH2:12][c:13]2[cH:14][cH:15][c:16]([O:19][CH3:20])[cH:17][cH:18]2)[c:7]1[CH:8]([CH3:9])[CH3:10].[H-:49].[Na+:50].[O:51]=[CH:52][N:53]([CH3:54])[CH3:55]>>[c:2]1([CH:44]([c:40]2[cH:39][c:38]([C:37]([O:36][SiH2:35][C:31]([CH3:32])([CH3:33])[CH3:34])([CH3:47])[CH3:48])[cH:43][cH:42][cH:41]2)[C:45]#[N:46])[n:3][c:4]([O:21][CH2:22][c:23]2[cH:24][cH:25][c:26]([O:29][CH3:30])[cH:27][cH:28]2)[n:5][c:6]([O:11][CH2:12][c:13]2[cH:14][cH:15][c:16]([O:19][CH3:20])[cH:17][cH:18]2)[c:7]1[CH:8]([CH3:9])[CH3:10]. Starting materials: N(=NC(=O)OC(C)(C)C)C(=O)OC(C)(C)C (di-tert-butyl azodicarboxylate), C1(=CC=CC=C1)C(CNC([C@@H](CC1=CC=CC=C1)NS(=O)(=O)C1=C(C=CC=C1)[N+](=O)[O-])=O)C1=CC=CC=C1 ((2R)-N-(2,2-Diphenyl-ethyl)-2-(2-nitro-benzenesulfonylamino)-3-phenyl-propionamide), C(C1=CC=CC=C1)(C1=CC=CC=C1)(C1=CC=CC=C1)N1C=NC(=C1)CCO (2-(1-trityl-1H-imidazol-4-yl)-ethanol), C1(=CC=CC=C1)P(C1=CC=CC=C1)C1=CC=CC=C1 (triphenylphosphine). The solvent is C(Cl)Cl (methylene chloride). The product is N(NC(=O)OC(C)(C)C)C(=O)OC(C)(C)C (di-tert-butyl hydrazodiformate). RXN SMILES: C1(C(C2C=CC=CC=2)CNC(=O)[C@H](NS(C2C=CC=CC=2[N+]([O-])=O)(=O)=O)CC2C=CC=CC=2)C=CC=CC=1.C(N1C=C(CCO)N=C1)(C1C=CC=CC=1)(C1C=CC=CC=1)C1C=CC=CC=1.C1(P(C2C=CC=CC=2)C2C=CC=CC=2)C=CC=CC=1.[N:85]([C:94]([O:96][C:97]([CH3:100])([CH3:99])[CH3:98])=[O:95])=[N:86][C:87]([O:89][C:90]([CH3:93])([CH3:92])[CH3:91])=[O:88]>C(Cl)Cl>[NH:85]([C:94]([O:96][C:97]([CH3:100])([CH3:99])[CH3:98])=[O:95])[NH:86][C:87]([O:89][C:90]([CH3:91])([CH3:92])[CH3:93])=[O:88]. Reported procedure: To a stirred solution of the product of step 2 (3.40 g, 6.42 mmol) and 2-(1-trityl-1H-imidazol-4-yl)-ethanol (2.73 g, 7.70 mmol) in methylene chloride (40 mL) was added triphenylphosphine (2.19 g, 8.35 mmol) followed by di-tert-butyl azodicarboxylate (1.77 g, 7.69 mmol). After 3 hours the reaction was concentrated and the residue partitioned between ethyl acetate and aqueous sodium bicarbonate solution. The organic layer was dried (sodium sulfate) and concentrated to yield an amber gum. Flash ch... Reactants: BrC=1C=C(C(=NC1)C)N (5-bromo-2-methyl-pyridin-3-ylamine), CS(=O)(=O)Cl (methanesulfonyl chloride), CS(=O)(=O)Cl (methanesulfonyl chloride). Solvent: N1=CC=CC=C1 (pyridine). Conditions: time 18 hour. Yields the product BrC=1C=C(C(=NC1)C)NS(=O)(=O)C (N-(5-Bromo-2-methyl-pyridin-3-yl)-methanesulfonamide). RXN SMILES: [Br:1][C:2]1[CH:3]=[C:4]([NH2:9])[C:5]([CH3:8])=[N:6][CH:7]=1.[CH3:10][S:11](Cl)(=[O:13])=[O:12]>N1C=CC=CC=1>[Br:1][C:2]1[CH:3]=[C:4]([NH:9][S:11]([CH3:10])(=[O:13])=[O:12])[C:5]([CH3:8])=[N:6][CH:7]=1. Reported procedure: To a solution of 5-bromo-2-methyl-pyridin-3-ylamine (Stage 75.1.4, 573 mg, 3.06 mmol) in pyridine (6 ml) was added dropwise methanesulfonyl chloride (Aldrich, Buchs, Switzerland, 0.286 ml, 3.68 mmol). The reaction mixture was stirred for 18 h at rt then are added methanesulfonyl chloride (0.03 ml, 0.39 mmol). The reaction mixture was stirred 4 h at rt before being evaporated to dryness. The residue was dissolved in EtOAc and washed with saturated aqueous NaHCO3 and brine, dried over Na2SO4, filt...